This data is from the Open Reaction Database (ORD), a public repository of structured organic reaction records. The task is: describe an organic reaction: reactants, conditions, products, and yield Starting materials: OC1=CC=C2C=CN=CC2=C1 (7-hydroxyisoquinoline), O (water), C(C1=CC=CC=C1)Br (benzyl bromide), [H-].[Na+] (sodium hydride). Run in CN(C)C=O (DMF). Run at time 30 minute. Yields the product C(C1=CC=CC=C1)OC1=CC=C2C=CN=CC2=C1 (7-Benzyloxyisoquinoline). Yield: 68.0%. Reaction SMILES: [OH:1][C:2]1[CH:11]=[C:10]2[C:5]([CH:6]=[CH:7][N:8]=[CH:9]2)=[CH:4][CH:3]=1.[H-].[Na+].[CH2:14](Br)[C:15]1[CH:20]=[CH:19][CH:18]=[CH:17][CH:16]=1.O>CN(C=O)C>[CH2:14]([O:1][C:2]1[CH:11]=[C:10]2[C:5]([CH:6]=[CH:7][N:8]=[CH:9]2)=[CH:4][CH:3]=1)[C:15]1[CH:20]=[CH:19][CH:18]=[CH:17][CH:16]=1 |f:1.2|. Procedure details: To a solution of 7-hydroxyisoquinoline (prepared by the method of R. B. Woodward and W. D. Doering, J. Am. Chem. Soc., 1945, 67, 860) (1.45 g, 10 mmol) in DMF (20 ml) was added sodium hydride (60% dispersion in oil, 0.4 g, 10 mmol) portionwise. After stirring for 30 minutes, benzyl bromide (1.2 ml, 10 mmol) was added and the reaction mixture stirred for 2 h. The reaction mixture was poured into water and extracted with diethyl ether (3×100ml). The ether extracts were combined, washed with 2N sod... Starting materials: NC=1C=CC(=C(C1)OC)Cl (5-amino-2-chloroanisole), C(CC(=O)C)(=O)OCC (ethyl acetoacetate). Reagents/catalysts: C1(=CC=C(C=C1)S(=O)(=O)O)C (para-toluene sulfonic acid). The solvent is C1=CC=CC=C1 (benzene). Conditions: temperature 90 celsius. Product: ClC=1C=C2C(C=C(NC2=CC1OC)C)=O (6-chloro-7-methoxy-2-methylquinolin-4(1H)-one). The yield is 45.3%. As a reaction SMILES: [NH2:1][C:2]1[CH:3]=[CH:4][C:5]([Cl:10])=[C:6]([O:8][CH3:9])[CH:7]=1.[C:11](OCC)(=[O:16])[CH2:12][C:13]([CH3:15])=O>C1C=CC=CC=1.C1(C)C=CC(S(O)(=O)=O)=CC=1>[Cl:10][C:5]1[CH:4]=[C:3]2[C:2](=[CH:7][C:6]=1[O:8][CH3:9])[NH:1][C:13]([CH3:15])=[CH:12][C:11]2=[O:16]. Procedure: A solution of 5-amino-2-chloroanisole (10.0 g, 63.5 mmol), ethyl acetoacetate (8.1 ml, 63.5 mmol) and catalytic para-toluene sulfonic acid (302 mg, 1.59 mmol) in 65 ml benzene over 4 A molecular sieves was stirred 6 hours at reflux (90° C. external temperature). The reaction mixture was then filtered and concentrated in vacuo. A mixture of the resulting residue and 6.4 ml DOWTHERM A was heated to 250° C. for 20 min. The reaction mixture was cooled to room temperature, and the precipitate was was... The product is ClC=1C(=NC=CC1)N1CC2=C(N=CN=C2NC=2C=NC(=CC2)C(F)(F)F)CC1 (6-(3-Chloropyridin-2-yl)-N-(6-(trifluoromethyl)pyridin-3-yl)-5,6,7,8-tetrahydropyrido[4,3-d]pyrimidin-4-amine). Reaction conditions: temperature 150 celsius. Solvent: O1CCOCC1.CN(C(C)=O)C (dioxane N,N-dimethylacetamide). Isolated yield 27.9%. Procedure: N-(6-(Trifluoromethyl)pyridin-3-yl)-5,6,7,8-tetrahydropyrido[4,3-d]pyrimidin-4-amine (130 mg, 0.44 mmol) was dissolved in a mixture of dioxane/N,N-dimethylacetamide (4:1) (2 mL). To the mixture was added 2,3-dichloropyridine (98 mg, 0.66 mmol) and N,N-diisopropylethylamine (0.11 mL, 0.66 mmol). The mixture was heated at 150° C. in a Personal Chemistry microwave for 16 h. The solvents were removed under vacuum and the residue was dissolved in ethyl acetate and washed with sat. NaHCO3 and brine. T... As a reaction SMILES: [F:1][C:2]([F:21])([F:20])[C:3]1[N:8]=[CH:7][C:6]([NH:9][C:10]2[C:11]3[CH2:19][NH:18][CH2:17][CH2:16][C:12]=3[N:13]=[CH:14][N:15]=2)=[CH:5][CH:4]=1.Cl[C:23]1[C:28]([Cl:29])=[CH:27][CH:26]=[CH:25][N:24]=1.C(N(CC)C(C)C)(C)C>O1CCOCC1.CN(C)C(=O)C>[Cl:29][C:28]1[C:23]([N:18]2[CH2:17][CH2:16][C:12]3[N:13]=[CH:14][N:15]=[C:10]([NH:9][C:6]4[CH:7]=[N:8][C:3]([C:2]([F:20])([F:1])[F:21])=[CH:4][CH:5]=4)[C:11]=3[CH2:19]2)=[N:24][CH:25]=[CH:26][CH:27]=1 |f:3.4|. Starting materials: ClC1=NC=CC=C1Cl (2,3-dichloropyridine), C(C)(C)N(C(C)C)CC (N,N-diisopropylethylamine), FC(C1=CC=C(C=N1)NC=1C2=C(N=CN1)CCNC2)(F)F (N-(6-(Trifluoromethyl)pyridin-3-yl)-5,6,7,8-tetrahydropyrido[4,3-d]pyrimidin-4-amine). Starting materials: CI, CN(C)C=O, CCCCCC, C#Cc1ncn2c1C1CCCN1C(=O)c1c(Cl)cccc1-2, [H-], [Na+], O. The product is CC#Cc1ncn2c1C1CCCN1C(=O)c1c(Cl)cccc1-2. Reaction SMILES: [CH3:24][I:25].[CH3:27][N:28]([CH3:29])[CH:30]=[O:31].[CH3:32][CH2:33][CH2:34][CH2:35][CH2:36][CH3:37].[Cl:1][c:2]1[cH:3][cH:4][cH:5][c:6]2[c:7]1[C:8](=[O:21])[N:9]1[CH:10]([c:11]3[n:12]-2[cH:13][n:14][c:15]3[C:16]#[CH:17])[CH2:18][CH2:19][CH2:20]1.[H-:22].[Na+:23].[OH2:26]>>[Cl:1][c:2]1[cH:3][cH:4][cH:5][c:6]2[c:7]1[C:8](=[O:21])[N:9]1[CH:10]([c:11]3[n:12]-2[cH:13][n:14][c:15]3[C:16]#[C:17][CH3:24])[CH2:18][CH2:19][CH2:20]1. Reactants: anhydrous 12-tungstosilicic acid, C1CCOC1 (THF). Run in O (water), O (water). Run at temperature 250 celsius, time 4 hour. Product: CCCCO[C@@H](CC)CO (PTMG). Isolated yield 8.0%. Reaction SMILES: [CH2:1]1[CH2:5][O:4][CH2:3][CH2:2]1>O>[CH3:1][CH2:5][CH2:1][CH2:5][O:4][C@H:3]([CH2:2][OH:4])[CH2:3][CH3:2]. Reported procedure: Into a 300 ml vessel equipped with a stirrer and a reflux condenser, 200 g of THF with a water content of 2.0 wt. % was charged and 100 g of an anhydrous 12-tungstosilicic acid which had been prepared by heating in an electric furnace at a temperature of 250° C. for 3 hours was added thereto (the molar ratio of water existing in the catalyst phase to the heteropoly-acid corresponds to 5.8). After stirring was continued at 50° C. for 4 hours, according to the same procedure as described in Exampl...